From a dataset of the Open Reaction Database (ORD), a public repository of structured organic reaction records. describe an organic reaction: reactants, conditions, products, and yield Starting materials: [Ga] (gallium), [N+](=O)(O)[O-] (nitric acid). Conditions: time 8 hour. Yields the product [N+](=O)([O-])[O-].[Ga+3].[N+](=O)([O-])[O-].[N+](=O)([O-])[O-] (gallium nitrate), solution. Reaction SMILES: [Ga:1].[N+:2]([O-:5])([OH:4])=[O:3]>>[N+:2]([O-:5])([O-:4])=[O:3].[Ga+3:1].[N+:2]([O-:5])([O-:4])=[O:3].[N+:2]([O-:5])([O-:4])=[O:3] |f:2.3.4.5|. Reported procedure: A solution of gallium nitrate was prepared as follows: 57.45 parts of gallium were dissolved in 400 ml conc. nitric acid. The mixture was heated until brown fumes appeared, when the heat was removed and the container covered. After standing overnight, the resultant green solution was alternately heated and cooled until it turned yellow, and then clear. Deionized water was added to form 1000 ml of solution. The reactants are C(C)N(C(C)C)C(C)C (N-ethyldiisopropylamine), CC(=CCBr)C (dimethylallyl bromide), NCC1=NOC(=N1)C=1N=CN2C1[C@H]1N(C(C3=C2C=CS3)=O)CC1 ((S)-1-(3-aminomethyl-1,2,4-oxadiazol-5-yl)-11,11a-dihydro-8H, 10H-azeto[1,2-a]imidazo[5,1-c]thieno[3,2-e][1,4]diazepin-8-one). The solvent is C(Cl)Cl (methylene chloride), C(Cl)Cl (methylene chloride). Conditions: time 20 hour. Product: C=1N=CN2C1C1N(C(C3=C2C=CS3)=O)CC1 (11,11a-dihydro-8H,10H-azeto[1,2-a]imidazo[5,1-c]thieno[3,2-e][1,4]diazepin-8-one). RXN SMILES: C(N(C(C)C)C(C)C)C.CC(C)=CCBr.NCC1N=C([C:23]2[N:24]=[CH:25][N:26]3[C:32]4[CH:33]=[CH:34][S:35][C:31]=4[C:30](=[O:36])[N:29]4[CH2:37][CH2:38][C@H:28]4[C:27]=23)ON=1>C(Cl)Cl>[CH:23]1[N:24]=[CH:25][N:26]2[C:32]3[CH:33]=[CH:34][S:35][C:31]=3[C:30](=[O:36])[N:29]3[CH2:37][CH2:38][CH:28]3[C:27]=12. Procedure: 1.5 ml (8.6 mmol) of N-ethyldiisopropylamine and 0.28 ml (2.4 mmol) of dimethylallyl bromide were added to a solution of 453 mg (1.2 mmol) of (S)-1-(3-aminomethyl-1,2,4-oxadiazol-5-yl)-11,11a-dihydro-8H, 10H-azeto[1,2-a]imidazo[5,1-c]thieno[3,2-e][1,4]diazepin-8-one in 20 ml of methylene chloride and the mixture was stirred at room temperature for 20 hours. The reaction solution was subsequently diluted with methylene chloride and washed three times with water. The organic phases were dried with... The reactants are COC=1C=C(CO)C=C(C1OC)OC (3,4,5-trimethoxybenzyl alcohol), C(C)(C)N(C(C)C)CC (N,N-diisopropylethylamine), CS(=O)(=O)Cl (methanesulfonyl chloride). The solvent is C(C)#N (acetonitrile). Reaction conditions: time 2 hour. Product: S(C)(=O)(=O)OCC1=CC(=C(C(=C1)OC)OC)OC (3,4,5-trimethoxybenzyl Mesylate). Reaction SMILES: [CH3:1][O:2][C:3]1[CH:4]=[C:5]([CH:8]=[C:9]([O:13][CH3:14])[C:10]=1[O:11][CH3:12])[CH2:6][OH:7].C(N(CC)C(C)C)(C)C.[CH3:24][S:25](Cl)(=[O:27])=[O:26]>C(#N)C>[S:25]([O:7][CH2:6][C:5]1[CH:8]=[C:9]([O:13][CH3:14])[C:10]([O:11][CH3:12])=[C:3]([O:2][CH3:1])[CH:4]=1)(=[O:27])(=[O:26])[CH3:24]. Procedure details: Combine 3,4,5-trimethoxybenzyl alcohol (9.0 g, 45.4 mmol), N,N-diisopropylethylamine (12.9 g, 100 mmol), and acetonitrile (60 mL). Cool in an ice bath. Add methanesulfonyl chloride (6.76 g, 49.0 mmol). After 2 hours, partition the reaction mixture between water and ethyl acetate. Separate the layers and extract the organic layer with 1 M hydrochloric acid solution and them a saturated solution of sodium bicarbonate. Dry the organic layer over Na2SO4, filter, and evaporate in vacuo to give the ti... The reactants are C1CCOC1, O=C(Cl)c1ccc(C(F)(F)F)cc1, CC(N)(C#N)Cn1cc2ncc(Br)cc2n1. Yields the product CC(C#N)(Cn1cc2ncc(Br)cc2n1)NC(=O)c1ccc(C(F)(F)F)cc1. Reaction SMILES: [CH2:30]1[O:31][CH2:32][CH2:33][CH2:34]1.[F:1][C:2]([c:3]1[cH:4][cH:5][c:6]([C:7](=[O:8])[Cl:9])[cH:10][cH:11]1)([F:12])[F:13].[NH2:14][C:15]([C:16]#[N:17])([CH2:18][n:19]1[n:20][c:21]2[c:22]([n:23][cH:24][c:25]([Br:27])[cH:26]2)[cH:28]1)[CH3:29]>>[F:1][C:2]([c:3]1[cH:4][cH:5][c:6]([C:7](=[O:8])[NH:14][C:15]([C:16]#[N:17])([CH2:18][n:19]2[n:20][c:21]3[c:22]([n:23][cH:24][c:25]([Br:27])[cH:26]3)[cH:28]2)[CH3:29])[cH:10][cH:11]1)([F:12])[F:13].